This data is from the Open Reaction Database (ORD), a public repository of structured organic reaction records. The task is: describe an organic reaction: reactants, conditions, products, and yield Reactants: CCOC(=O)C(=O)OCC, C1CCOC1, CC(C)[N-]C(C)C, CCC(=NO)c1ccc(OC)cc1, CC(C)NC(C)C, [Li+], [Li]CCCC. Product: CCOC(=O)C(=O)C(C)C(=NO)c1ccc(OC)cc1. As a reaction SMILES: [C:34]([C:35]([O:37][CH2:36][CH3:38])=[O:39])(=[O:40])[O:41][CH2:42][CH3:43].[CH2:44]1[O:45][CH2:46][CH2:47][CH2:48]1.[CH3:14][CH:15]([N-:16][CH:17]([CH3:18])[CH3:19])[CH3:20].[CH3:21][O:22][c:23]1[cH:24][cH:25][c:26]([C:29]([CH2:30][CH3:31])=[N:32][OH:33])[cH:27][cH:28]1.[CH:1]([NH:2][CH:3]([CH3:4])[CH3:5])([CH3:6])[CH3:7].[Li+:13].[Li:8][CH2:9][CH2:10][CH2:11][CH3:12]>>[CH3:21][O:22][c:23]1[cH:24][cH:25][c:26]([C:29]([CH:30]([CH3:31])[C:35]([C:34](=[O:40])[O:41][CH2:42][CH3:43])=[O:37])=[N:32][OH:33])[cH:27][cH:28]1. Reactants: ClCCl, [Na+], O=C([O-])O, COC(=O)c1cccc(-c2cnc(C(O)CCc3ccc(COc4ccccc4)cc3)o2)n1. Product: COC(=O)c1cccc(-c2cnc(C(=O)CCc3ccc(COc4ccccc4)cc3)o2)n1. Reaction SMILES: [Cl:39][CH2:40][Cl:41].[Na+:38].[O-:34][C:35]([OH:36])=[O:37].[OH:1][CH:2]([CH2:3][CH2:4][c:5]1[cH:6][cH:7][c:8]([CH2:11][O:12][c:13]2[cH:14][cH:15][cH:16][cH:17][cH:18]2)[cH:9][cH:10]1)[c:19]1[o:20][c:21](-[c:24]2[cH:25][cH:26][cH:27][c:28]([C:30](=[O:31])[O:32][CH3:33])[n:29]2)[cH:22][n:23]1>>[O:1]=[C:2]([CH2:3][CH2:4][c:5]1[cH:6][cH:7][c:8]([CH2:11][O:12][c:13]2[cH:14][cH:15][cH:16][cH:17][cH:18]2)[cH:9][cH:10]1)[c:19]1[o:20][c:21](-[c:24]2[cH:25][cH:26][cH:27][c:28]([C:30](=[O:31])[O:32][CH3:33])[n:29]2)[cH:22][n:23]1.